Dataset: the Open Reaction Database (ORD), a public repository of structured organic reaction records. Task: describe an organic reaction: reactants, conditions, products, and yield Reactants: C(C=C)N1C(=C(C=2C1=C(N=C(C2)C(=O)O)N2CC1=CC=CC=C1CC2)C)C (1-allyl-7-(3,4-dihydro-1H-isoquinolin-2-yl)-2,3-dimethyl-1H-pyrrolo[2,3-c]pyridin-5-carboxylic acid), O.ON1N=NC2=C1C=CC=C2 (1-hydroxybenzotriazole hydrate), Cl.CN(CCCN=C=NCC)C (1-(3-dimethylaminopropyl)-3-ethylcarbodiimide hydrochloride), C(C)(C)N(CC)C(C)C (diisopropylethylamine), CC1=CC=C(CN)C=C1 (4-methylbenzylamine). Solvent: ClCCl (dichloromethane). The product is C(C=C)N1C(=C(C=2C1=C(N=C(C2)C(=O)NCC2=CC=C(C=C2)C)N2CC1=CC=CC=C1CC2)C)C (1-allyl-7-(3,4-dihydro-1H-isoquinolin-2-yl)-2,3-dimethyl-N-(4-methylbenzyl)-1H-pyrrolo[2,3-c]pyridin-5-carboxamide). Yield: 23.6%. Reaction SMILES: [CH2:1]([N:4]1[C:8]2=[C:9]([N:16]3[CH2:25][CH2:24][C:23]4[C:18](=[CH:19][CH:20]=[CH:21][CH:22]=4)[CH2:17]3)[N:10]=[C:11]([C:13]([OH:15])=O)[CH:12]=[C:7]2[C:6]([CH3:26])=[C:5]1[CH3:27])[CH:2]=[CH2:3].O.ON1C2C=CC=CC=2N=N1.Cl.CN(C)CCCN=C=NCC.C(N(C(C)C)CC)(C)C.[CH3:60][C:61]1[CH:68]=[CH:67][C:64]([CH2:65][NH2:66])=[CH:63][CH:62]=1>ClCCl>[CH2:1]([N:4]1[C:8]2=[C:9]([N:16]3[CH2:25][CH2:24][C:23]4[C:18](=[CH:19][CH:20]=[CH:21][CH:22]=4)[CH2:17]3)[N:10]=[C:11]([C:13]([NH:66][CH2:65][C:64]3[CH:67]=[CH:68][C:61]([CH3:60])=[CH:62][CH:63]=3)=[O:15])[CH:12]=[C:7]2[C:6]([CH3:26])=[C:5]1[CH3:27])[CH:2]=[CH2:3] |f:1.2,3.4|. Reported procedure: A solution of 1-allyl-7-(3,4-dihydro-1H-isoquinolin-2-yl)-2,3-dimethyl-1H-pyrrolo[2,3-c]pyridin-5-carboxylic acid (30 mg, 0.083 mmol) prepared in Example 732, 1-hydroxybenzotriazole hydrate (16.9 mg, 0.125 mmol), 1-(3-dimethylaminopropyl)-3-ethylcarbodiimide hydrochloride (23.9 mg, 0.125 mmol), diisopropylethylamine (43,4 μl, 0.25 mmol), and 4-methylbenzylamine (15.9 μl, 0.125 mmol) in dichloromethane (1 ml) was stirred for 2 hours at room temperature and then concentrated under reduced pressure... Starting materials: CC1(OBOC1(C)C)C (4,4,5,5-tetramethyl-1,3,2-dioxaborolane), Rh(CO)(PPh3)2Cl, C1(=CC=CC=C1)S(=O)(=O)C=1C=C(C2=C(C1)C=1CN(CCC1O2)C(=O)OC(C)(C)C)C=C (tert-butyl 8-(phenylsulfonyl)-6-vinyl-3,4-dihydrobenzofuro[3,2-c]pyridine-2(1H)-carboxylate). The solvent is O (water), ClCCl (dichloromethane). Conditions: time 4 hour. Product: C1(=CC=CC=C1)S(=O)(=O)C=1C=C(C2=C(C1)C=1CN(CCC1O2)C(=O)OC(C)(C)C)CCB2OC(C(O2)(C)C)(C)C (tert-butyl 8-(phenylsulfonyl)-6-(2-(4,4,5,5-tetramethyl-1,3,2-dioxaborolan-2-yl)ethyl)-3,4-dihydrobenzofuro[3,2-c]pyridine-2(1H)-carboxylate). Isolated yield 55.5%. RXN SMILES: [CH3:1][C:2]1([CH3:9])[C:6]([CH3:8])([CH3:7])[O:5][BH:4][O:3]1.[C:10]1([S:16]([C:19]2[CH:20]=[C:21]([CH:39]=[CH2:40])[C:22]3[O:31][C:30]4[CH2:29][CH2:28][N:27]([C:32]([O:34][C:35]([CH3:38])([CH3:37])[CH3:36])=[O:33])[CH2:26][C:25]=4[C:23]=3[CH:24]=2)(=[O:18])=[O:17])[CH:15]=[CH:14][CH:13]=[CH:12][CH:11]=1>ClCCl.O>[C:10]1([S:16]([C:19]2[CH:20]=[C:21]([CH2:39][CH2:40][B:4]3[O:5][C:6]([CH3:8])([CH3:7])[C:2]([CH3:9])([CH3:1])[O:3]3)[C:22]3[O:31][C:30]4[CH2:29][CH2:28][N:27]([C:32]([O:34][C:35]([CH3:37])([CH3:36])[CH3:38])=[O:33])[CH2:26][C:25]=4[C:23]=3[CH:24]=2)(=[O:18])=[O:17])[CH:11]=[CH:12][CH:13]=[CH:14][CH:15]=1. Procedure: To a suspension of 4,4,5,5-tetramethyl-1,3,2-dioxaborolane (0.05 mL, 0.33 mmol) and Rh(CO)(PPh3)2Cl (2 mg, 2.7 mmol) in dichloromethane (4 mL) at ambient temperature was added tert-butyl 8-(phenylsulfonyl)-6-vinyl-3,4-dihydrobenzofuro[3,2-c]pyridine-2(1H)-carboxylate (120 mg, 0.27 mmol). The reaction mixture was stirred for 4 h then diluted with water and extracted with dichloromethane. The organic extract was dried over sodium sulfate, filtered, and concentrated in vacuo. The residue was purifi... Reactants: NC=1C(=NC(=CN1)C1=CC(=CC=C1)C#N)C(=O)NC (3-amino-6-(3-cyanophenyl)-N-methylpyrazine-2-carboxamide), [N-]=[N+]=[N-].[Na+] (sodium azide), [Cl-].[NH4+] (ammonium chloride), C([O-])(O)=O.[Na+] (sodium bicarbonate). Solvent: CN(C=O)C (N,N-dimethylformamide). Run at temperature 105 celsius. Product: NC=1C(=NC(=CN1)C1=CC(=CC=C1)C1=NN=NN1)C(=O)NC (3-amino-N-methyl-6-[3-(1H-tetrazol-5-yl)phenyl]pyrazine-2-carboxamide). Isolated yield 22.8%. RXN SMILES: [NH2:1][C:2]1[C:3]([C:16]([NH:18][CH3:19])=[O:17])=[N:4][C:5]([C:8]2[CH:13]=[CH:12][CH:11]=[C:10]([C:14]#[N:15])[CH:9]=2)=[CH:6][N:7]=1.[N-:20]=[N+:21]=[N-:22].[Na+].[Cl-].[NH4+].C(=O)(O)[O-].[Na+]>CN(C)C=O>[NH2:1][C:2]1[C:3]([C:16]([NH:18][CH3:19])=[O:17])=[N:4][C:5]([C:8]2[CH:13]=[CH:12][CH:11]=[C:10]([C:14]3[NH:22][N:21]=[N:20][N:15]=3)[CH:9]=2)=[CH:6][N:7]=1 |f:1.2,3.4,5.6|. Reported procedure: To a solution of 3-amino-6-(3-cyanophenyl)-N-methylpyrazine-2-carboxamide (93 mg, 0.37 mmol) in dry N,N-dimethylformamide (1 mL) were added sodium azide (27 mg, 0.41 mmol), and ammonium chloride (22 mg, 0.41 mmol). The reaction was heated to 100-110° C. overnight. Reaction cooled to room temperature and treated with saturated aqueous sodium bicarbonate (20 mL). The aqueous layer was washed with ethyl acetate (2×30 mL). The sodium bicarbonate layer was cooled to 0° C. and neutralized with 2.0 N h... The reactants are C[C@@H]([C@@H](C1=CC=CC=C1)O)[NH2+]C ((1R,2S)-ephedrine), FC=1C=C2[C@@](CCOC2=CC1)(C(=O)O)NC(=O)N ((S)-6-fluoro-4-ureidochroman-4-carboxylic acid), C(C)(=O)O (acetic acid), CO (methanol), crude product. Run in C(C)O (ethanol). Run at temperature 95 celsius. Yields the product FC=1C=C2C(=CC1)OCC[C@]21NC(NC1=O)=O ((S)(+)-6-fluoro-spiro-[chroman-4,4'-imidazolidine]-2',5'-dione). As a reaction SMILES: C[C@H]([NH2+]C)[C@H](O)C1C=CC=CC=1.[F:13][C:14]1[CH:15]=[C:16]2[C:21](=[CH:22][CH:23]=1)[O:20][CH2:19][CH2:18][C@@:17]2([NH:27][C:28]([NH2:30])=[O:29])[C:24](O)=[O:25].C(O)(=O)C.CO>C(O)C>[F:13][C:14]1[CH:15]=[C:16]2[C@:17]3([C:24](=[O:25])[NH:30][C:28](=[O:29])[NH:27]3)[CH2:18][CH2:19][O:20][C:21]2=[CH:22][CH:23]=1. Procedure details: A mixture of 9.6 g of the (1R,2S)-ephedrine salt of (S)-6-fluoro-4-ureidochroman-4-carboxylic acid and 68 ml of glacial acetic acid was heated at 95° C. for 1 hour, and then it was evaporated in vacuo at 60° C. This afforded 20 g of an oily residue which was diluted with 50 ml of water at 60° C. and then 50 ml of water at 10° C. The resulting slurry was adjusted to pH 4.5 with 4N sodium hydroxide and the solid was recovered by filtration to give 4.7 g of crude title product, mp 234°-240° C., [al... Reactants: Cc1ccccc1, O=[N+]([O-])c1cccc2c1CCC2O, Cc1ccc(S(=O)(=O)O)cc1. Yields the product O=[N+]([O-])c1cccc2c1CC=C2. Reaction SMILES: [CH3:25][c:26]1[cH:27][cH:28][cH:29][cH:30][cH:31]1.[N+:1](=[O:2])([O-:3])[c:4]1[c:5]2[c:9]([cH:10][cH:11][cH:12]1)[CH:8]([OH:13])[CH2:7][CH2:6]2.[c:14]1([CH3:15])[cH:16][cH:17][c:18]([S:19]([OH:20])(=[O:21])=[O:22])[cH:23][cH:24]1>>[N+:1](=[O:2])([O-:3])[c:4]1[c:5]2[c:9]([cH:10][cH:11][cH:12]1)[CH:8]=[CH:7][CH2:6]2. The product is COC(C(C)O)(C1=CC2=CC=C(C=C2C=C1)OC)OC (1,1-dimethoxy-1-(6-methoxy-2-naphthyl)propan-2-ol). Starting materials: C[O-].[Na+] (sodium methoxide), O (water), [Na] (sodium), BrC(C(=O)C1=CC2=CC=C(C=C2C=C1)OC)C (2-bromo-1-(6-methoxy-2-naphthyl)propan-1-one), C1(=CC=CC=C1)C (toluene). Solvent: CO (methanol), CO (methanol). As a reaction SMILES: [CH3:1][O-:2].[Na+].[Na].Br[CH:6]([CH3:21])[C:7]([C:9]1[CH:18]=[CH:17][C:16]2[C:11](=[CH:12][CH:13]=[C:14]([O:19][CH3:20])[CH:15]=2)[CH:10]=1)=[O:8].[C:22]1(C)C=CC=CC=1.[OH2:29]>CO>[CH3:1][O:2][C:7]([O:8][CH3:22])([C:9]1[CH:18]=[CH:17][C:16]2[C:11](=[CH:12][CH:13]=[C:14]([O:19][CH3:20])[CH:15]=2)[CH:10]=1)[CH:6]([OH:29])[CH3:21] |f:0.1,^1:3|. Procedure: A sodium methoxide solution prepared by adding 3.2 g of sodium to 40 ml of methanol at 10° C. is added slowly to a solution of 20 g of 2-bromo-1-(6-methoxy-2-naphthyl)propan-1-one in 100 ml of methanol, and 100 ml of toluene is added. The addition takes place over about a one-hour period and the reaction mixture is stirred and allowed to warm for 1 1/2 additional hours. Then the reaction mixture is poured into water, and extracted with toluene-ether. The organic phase is separated, dried and eva... Reactants: BrC=1C=CC(=NC1)N(CCC1=CC=C(OC(C(=O)OCC)(C)C)C=C1)CC1=CC=C(C=C1)OC(F)(F)F (ethyl 2-[4-(2-{(5-bromopyridin-2-yl)[4-(trifluoromethoxy)benzyl]amino}ethyl)phenoxy]-2-methylpropanoate), C(C#C)O (propargyl alcohol), 65C. The reagents and catalysts are C=1C=CC(=CC1)[P](C=2C=CC=CC2)(C=3C=CC=CC3)[Pd]([P](C=4C=CC=CC4)(C=5C=CC=CC5)C=6C=CC=CC6)([P](C=7C=CC=CC7)(C=8C=CC=CC8)C=9C=CC=CC9)[P](C=1C=CC=CC1)(C=1C=CC=CC1)C=1C=CC=CC1 (tetrakis(triphenylphosphine)palladium), [Cu]I (copper (I) iodide). The solvent is CCN(CC)CC (Et3N). Conditions: time 5 minute. The product is OCC#CC=1C=CC(=NC1)N(CCC1=CC=C(OC(C(=O)OCC)(C)C)C=C1)CC1=CC=C(C=C1)OC(F)(F)F (ethyl 2-[4-(2-{[5-(3-hydroxyprop-1-ynyl)pyridin-2-yl][4-(trifluoromethoxy)benzyl]amino}ethyl)phenoxy]-2-methylpropanoate). RXN SMILES: Br[C:2]1[CH:3]=[CH:4][C:5]([N:8]([CH2:26][C:27]2[CH:32]=[CH:31][C:30]([O:33][C:34]([F:37])([F:36])[F:35])=[CH:29][CH:28]=2)[CH2:9][CH2:10][C:11]2[CH:25]=[CH:24][C:14]([O:15][C:16]([CH3:23])([CH3:22])[C:17]([O:19][CH2:20][CH3:21])=[O:18])=[CH:13][CH:12]=2)=[N:6][CH:7]=1.[CH2:38]([OH:41])[C:39]#[CH:40]>CCN(CC)CC.C1C=CC([P]([Pd]([P](C2C=CC=CC=2)(C2C=CC=CC=2)C2C=CC=CC=2)([P](C2C=CC=CC=2)(C2C=CC=CC=2)C2C=CC=CC=2)[P](C2C=CC=CC=2)(C2C=CC=CC=2)C2C=CC=CC=2)(C2C=CC=CC=2)C2C=CC=CC=2)=CC=1.[Cu]I>[OH:41][CH2:38][C:39]#[C:40][C:2]1[CH:3]=[CH:4][C:5]([N:8]([CH2:26][C:27]2[CH:32]=[CH:31][C:30]([O:33][C:34]([F:37])([F:35])[F:36])=[CH:29][CH:28]=2)[CH2:9][CH2:10][C:11]2[CH:12]=[CH:13][C:14]([O:15][C:16]([CH3:23])([CH3:22])[C:17]([O:19][CH2:20][CH3:21])=[O:18])=[CH:24][CH:25]=2)=[N:6][CH:7]=1 |^1:52,54,73,92|. Reported procedure: A solution of ethyl 2-[4-(2-{(5-bromopyridin-2-yl)[4-(trifluoromethoxy)benzyl]amino}ethyl)phenoxy]-2-methylpropanoate (500 mg; 0.86 mmol) in 3 ml of Et3N was treated under nitrogen with tetrakis(triphenylphosphine)palladium (0) (99 mg; 0.086 mmol) and copper (I) iodide (16 mg; 0.086 mmol). After stirring at rt for 5 minutes, propargyl alcohol (72 mg; 1.29 mmol) was added and the mixture heated at 65C for 7 hr. Upon cooling the reaction mixture was concentrated and the residue was partitioned bet... As a reaction SMILES: [Br:1][CH2:2][C:3](=[CH2:32])[C:4]([N:6]([CH:18]([CH2:28][CH:29]([CH3:31])[CH3:30])[C:19]([NH:21][CH2:22][C:23]([O:25][CH2:26][CH3:27])=[O:24])=[O:20])CC1C=CC(OC)=CC=1OC)=[O:5].FC(F)(F)C(O)=O.C(=O)([O-])[O-].[Na+].[Na+]>C(Cl)Cl>[Br:1][CH2:2][C:3](=[CH2:32])[C:4]([NH:6][CH:18]([CH2:28][CH:29]([CH3:31])[CH3:30])[C:19]([NH:21][CH2:22][C:23]([O:25][CH2:26][CH3:27])=[O:24])=[O:20])=[O:5] |f:2.3.4|. Procedure: Compound 1 (117 mg, 0.23 mmol) was dissolved in methylene chloride (2 ml). Next, this was supplemented with trifluoroacetic acid (475 μl) at room temperature. The mixture was left for 1 hour while observing the colour change from clear to dark violet. The flask contents were transferred into a separator, and this was supplemented with methylene chloride (4 ml) and a saturated solution of sodium carbonate was added until the disappearance of the violet colour. The aqueous phase was extracted with... Reactants: FC(C(=O)O)(F)F (trifluoroacetic acid), BrCC(C(=O)N(CC1=C(C=C(C=C1)OC)OC)C(C(=O)NCC(=O)OCC)CC(C)C)=C (Ethyl 2-(2-(2-(bromomethyl)-N-(2,4-dimethoxybenzyl)acrylamido)-4-methylpentaneamido)acetate), C([O-])([O-])=O.[Na+].[Na+] (sodium carbonate). Product: BrCC(C(=O)NC(C(=O)NCC(=O)OCC)CC(C)C)=C (Ethyl 2-(2-(2-(bromomethyl)acrylamido)-4-methylpentaneamido)acetate). Conditions: time 1 hour. Solvent: C(Cl)Cl (methylene chloride), C(Cl)Cl (methylene chloride). Starting materials: O1CCC(CC1)=O (tetrahydro-pyran-4-one), COC(OC)=O (carbonic acid dimethyl ester), CC(C)([O-])C.[K+] (potassium tert-butoxide), O1CCC(CC1)=O (tetrahydro-pyran-4-one). Run at time 10 hour. Product: COC(=O)C1COCCC1=O (4-Oxo-tetrahydro-pyran-3-carboxylic acid methyl ester). The yield is 26.5%. As a reaction SMILES: [O:1]1[CH2:6][CH2:5][C:4](=[O:7])[CH2:3][CH2:2]1.[CH3:8][O:9][C:10](=O)[O:11]C.CC(C)([O-])C.[K+]>>[CH3:8][O:9][C:10]([CH:3]1[C:4](=[O:7])[CH2:5][CH2:6][O:1][CH2:2]1)=[O:11] |f:2.3|. Procedure: To a solution of tetrahydro-pyran-4-one (1.3 kg, 12.98 mol) and carbonic acid dimethyl ester (11.69 kg, 129.8 mol) was added solid potassium tert-butoxide (1.89 kg, 16.08 mol) in portions at −10° C. over 2 h under nitrogen protection. The suspension was stirred at room temperature 10 h after the addition. LCMS (215 nm) indicated that tetrahydro-pyran-4-one had been completely consumed. The reaction was acidified by HCl (2 N) to pH 6˜7 and then the phases were separated. The organic phase was was... Reactants: C[O-].[Na+] (sodium methylate), CC1(C(C(C2=CC=3NC(=NC3C=C12)SCC1=NC=CC(=C1C)[N+](=O)[O-])(C)C)=O)C (5,7-dihydro-5,5,7,7-tetramethyl-2-[[(3-methyl -4-nitro-2-pyridyl)methyl)thio]indeno[5,6-d]imidazol-6(1H)-one). The solvent is CO (methanol). Yields the product COC1=C(C(=NC=C1)CSC1=NC2=C(N1)C=C1C(C(C(C1=C2)(C)C)=O)(C)C)C (5,7-dihydro-2-[[(4-methoxy-3 -methyl-2-pyridyl)methyl]thio]-5,5,7,7-tetramethylindeno[5,6-d]imidazol-6(1H)-one). RXN SMILES: [CH3:1][C:2]1([CH3:29])[C:13]2[C:5](=[CH:6][C:7]3[NH:8][C:9]([S:14][CH2:15][C:16]4[C:21]([CH3:22])=[C:20]([N+]([O-])=O)[CH:19]=[CH:18][N:17]=4)=[N:10][C:11]=3[CH:12]=2)[C:4]([CH3:27])([CH3:26])[C:3]1=[O:28].[CH3:30][O-:31].[Na+]>CO>[CH3:30][O:31][C:20]1[CH:19]=[CH:18][N:17]=[C:16]([CH2:15][S:14][C:9]2[NH:8][C:7]3[CH:6]=[C:5]4[C:13](=[CH:12][C:11]=3[N:10]=2)[C:2]([CH3:29])([CH3:1])[C:3](=[O:28])[C:4]4([CH3:27])[CH3:26])[C:21]=1[CH3:22] |f:1.2|. Procedure details: A solution of 4.4 g (0.011 mol) of 5,7-dihydro-5,5,7,7-tetramethyl-2-[[(3-methyl -4-nitro-2-pyridyl)methyl)thio]indeno[5,6-d]imidazol-6(1H)-one in 100 ml of abs. methanol is treated with 3 g of sodium methylate, whereupon the mixture is boiled at reflux for 18 houre under argon. After concentrating the reaction mixture in vacuo the residue is treated with methylene chloride, whereupon the mixture is buffered by means of glacial acetic acid; the methylene chloride phase is extracted several times...